From a dataset of the Open Reaction Database (ORD), a public repository of structured organic reaction records. describe an organic reaction: reactants, conditions, products, and yield The reactants are CN(C)C=O, CCOC(=O)Cc1c(C)[nH]c2ccc(OC)cc12, Clc1ncnc2ccccc12, [H-], [Na+], O. Yields the product CCOC(=O)Cc1c(C)n(-c2ncnc3ccccc23)c2ccc(OC)cc12. Reaction SMILES: [CH3:33][N:34]([CH3:35])[CH:36]=[O:37].[CH3:3][c:4]1[nH:5][c:6]2[cH:7][cH:8][c:9]([O:19][CH3:20])[cH:10][c:11]2[c:12]1[CH2:13][C:14](=[O:15])[O:16][CH2:17][CH3:18].[Cl:21][c:22]1[n:23][cH:24][n:25][c:26]2[cH:27][cH:28][cH:29][cH:30][c:31]12.[H-:1].[Na+:2].[OH2:32]>>[CH3:3][c:4]1[n:5](-[c:22]2[n:23][cH:24][n:25][c:26]3[cH:27][cH:28][cH:29][cH:30][c:31]23)[c:6]2[cH:7][cH:8][c:9]([O:19][CH3:20])[cH:10][c:11]2[c:12]1[CH2:13][C:14](=[O:15])[O:16][CH2:17][CH3:18]. The reactants are O=Cc1ccc(Br)cc1, Cc1oc(-c2ccccc2)nc1C[P+](c1ccccc1)(c1ccccc1)c1ccccc1, CC[O-], CCO, [Cl-], [Na+], O. Product: Cc1oc(-c2ccccc2)nc1C=Cc1ccc(Br)cc1. Reaction SMILES: [Br:38][c:39]1[cH:40][cH:41][c:42]([CH:43]=[O:44])[cH:45][cH:46]1.[CH3:2][c:3]1[c:4]([CH2:14][P+:15]([c:16]2[cH:17][cH:18][cH:19][cH:20][cH:21]2)([c:22]2[cH:23][cH:24][cH:25][cH:26][cH:27]2)[c:28]2[cH:29][cH:30][cH:31][cH:32][cH:33]2)[n:5][c:6](-[c:8]2[cH:9][cH:10][cH:11][cH:12][cH:13]2)[o:7]1.[CH3:35][CH2:36][O-:37].[CH3:48][CH2:49][OH:50].[Cl-:1].[Na+:34].[OH2:47]>>[CH3:2][c:3]1[c:4]([CH:14]=[CH:43][c:42]2[cH:41][cH:40][c:39]([Br:38])[cH:46][cH:45]2)[n:5][c:6](-[c:8]2[cH:9][cH:10][cH:11][cH:12][cH:13]2)[o:7]1.